describe an organic reaction: reactants, conditions, products, and yield From a dataset of the Open Reaction Database (ORD), a public repository of structured organic reaction records. Starting materials: CC(C)(C)c1ccc(CN=C=S)cc1, CCOC(C)=O, ClCCl, NCc1ccco1. Product: CC(C)(C)c1ccc(CNC(=S)NCc2ccco2)cc1. Reaction SMILES: [C:8]([CH3:9])([CH3:10])([CH3:11])[c:12]1[cH:13][cH:14][c:15]([CH2:16][N:17]=[C:18]=[S:19])[cH:20][cH:21]1.[CH3:25][CH2:26][O:27][C:28](=[O:29])[CH3:30].[Cl:22][CH2:23][Cl:24].[o:1]1[c:2]([CH2:6][NH2:7])[cH:3][cH:4][cH:5]1>>[o:1]1[c:2]([CH2:6][NH:7][C:18]([NH:17][CH2:16][c:15]2[cH:14][cH:13][c:12]([C:8]([CH3:9])([CH3:10])[CH3:11])[cH:21][cH:20]2)=[S:19])[cH:3][cH:4][cH:5]1.